Dataset: the Open Reaction Database (ORD), a public repository of structured organic reaction records. Task: describe an organic reaction: reactants, conditions, products, and yield The reactants are CCOC(=O)C (EtOAc), Cl (hydrogen chloride), FC1=CC=C(C=C1)C1=CC2=C(N(C=N2)C=2C=C(C=CC2)NC(=O)NCC(F)(F)F)C=C1 (1-{3-[5-(4-Fluoro-phenyl)-benzoimidazol-1-yl]-phenyl}-3-(2,2,2-trifluoro-ethyl)-urea). Solvent: CO (MeOH). The product is Cl.FC1=CC=C(C=C1)C1=CC2=C(N(C=N2)C=2C=C(C=CC2)NC(=O)NCC(F)(F)F)C=C1 (1-{3-[5-(4-Fluoro-phenyl)-benzoimidazol-1-yl]-phenyl}-3-(2,2,2-trifluoro-ethyl)-urea Hydrochloride). Reaction SMILES: [F:1][C:2]1[CH:7]=[CH:6][C:5]([C:8]2[CH:31]=[CH:30][C:11]3[N:12]([C:15]4[CH:16]=[C:17]([NH:21][C:22]([NH:24][CH2:25][C:26]([F:29])([F:28])[F:27])=[O:23])[CH:18]=[CH:19][CH:20]=4)[CH:13]=[N:14][C:10]=3[CH:9]=2)=[CH:4][CH:3]=1.CCOC(C)=O.[ClH:38]>CO>[ClH:38].[F:1][C:2]1[CH:3]=[CH:4][C:5]([C:8]2[CH:31]=[CH:30][C:11]3[N:12]([C:15]4[CH:16]=[C:17]([NH:21][C:22]([NH:24][CH2:25][C:26]([F:27])([F:29])[F:28])=[O:23])[CH:18]=[CH:19][CH:20]=4)[CH:13]=[N:14][C:10]=3[CH:9]=2)=[CH:6][CH:7]=1 |f:4.5|. Procedure details: A suspension of 1-{3-[5-(4-Fluoro-phenyl)-benzoimidazol-1-yl]-phenyl}-3-(2,2,2-trifluoro-ethyl)-urea (Procedure O5) in MeOH was treated with an EtOAc solution of hydrogen chloride. The solid was collected and dried under vacuum.